describe an organic reaction: reactants, conditions, products, and yield From a dataset of the Open Reaction Database (ORD), a public repository of structured organic reaction records. As a reaction SMILES: FC(F)(F)C(O)=O.[CH3:8][C:9]1[S:10][CH:11]=[C:12]([C:14]([N:16]2[CH2:21][C:20]3([CH2:26][CH2:25][N:24](C(OC(C)(C)C)=O)[CH2:23][CH2:22]3)[O:19][CH2:18][CH2:17]2)=[O:15])[N:13]=1.C(Cl)[Cl:35]>>[ClH:35].[CH3:8][C:9]1[S:10][CH:11]=[C:12]([C:14]([N:16]2[CH2:21][C:20]3([CH2:26][CH2:25][NH:24][CH2:23][CH2:22]3)[O:19][CH2:18][CH2:17]2)=[O:15])[N:13]=1 |f:3.4|. Reported procedure: Trifluoroacetic acid (10 mL) was added to a solution of tert-butyl 4-(2-methylthiazole-4-carbonyl)-1-oxa-4,9-diazaspiro[5.5]undecane-9-carboxylate (example 1, step e) (2.3 g) in DCM (50 mL) at 0° C. and the resulting mixture was stirred for 16 h. The solvent was evaporated in vacuo. Toluene (50 mL) was added and the mixture evaporated in vacuo. The residue was dissolved in methanol (20 mL) and applied to a SCX cartridge pre-wetted with methanol. The cartridge was washed with methanol (250 mL) an... Run at time 16 hour. The reactants are FC(C(=O)O)(F)F (Trifluoroacetic acid), CC=1SC=C(N1)C(=O)N1CCOC2(C1)CCN(CC2)C(=O)OC(C)(C)C (tert-Butyl 4-(2-methylthiazole-4-carbonyl)-1-oxa-4,9-diazaspiro[5.5]undecane-9-carboxylate), C(Cl)Cl (DCM). Yields the product Cl.CC=1SC=C(N1)C(=O)N1CCOC2(C1)CCNCC2 ((2-Methylthiazol-4-yl)(1-oxa-4,9-diazaspiro[5.5]undecan-4-yl)methanone hydrochloride). Starting materials: C(C(=O)C)(=O)OC (methyl pyruvate), C(CC(=O)OCC)(=O)OCC (diethyl malonate), CCOCC (Ether). The reagents and catalysts are [Cl-].[Cl-].[Zn+2] (ZnCl2). The solvent is C(C)(=O)OC(C)=O (acetic anhydride). Conditions: time 2 hour. The product is C(C)OC(C(=C(C)C(=O)OC)C(=O)OCC)=O (2-Ethoxycarbonyl-3-methoxycarbonyl-but-2-enoic acid ethyl ester). The yield is 77.3%. RXN SMILES: [C:1]([O:6][CH3:7])(=[O:5])[C:2]([CH3:4])=O.[C:8]([O:16][CH2:17][CH3:18])(=[O:15])[CH2:9][C:10]([O:12][CH2:13][CH3:14])=[O:11].CCOCC>C(OC(=O)C)(=O)C.[Cl-].[Cl-].[Zn+2]>[CH2:17]([O:16][C:8](=[O:15])[C:9]([C:10]([O:12][CH2:13][CH3:14])=[O:11])=[C:2]([C:1]([O:6][CH3:7])=[O:5])[CH3:4])[CH3:18] |f:4.5.6|. Reported procedure: A mixture of ZnCl2 (42 g, 308 mmol) in acetic anhydride (100 mL) was stirred at r.t. for 2 h. The resulting solution was decanted, and to this solution was added methyl pyruvate (15.5 mL, 171 mmol) and diethyl malonate (26 mL, 171 mmol). The resulting mixture was heated at 100° C. for 1 h, then left standing at r.t. for 16 h. Ether (250 mL) was added and the mixture was washed with ice water and saturated NaHCO3. The organic layer was dried over MgSO4 and concentrated to give a dark brown oil, w... The reactants are NCCNC(=O)C1CCN(CC1)C1=C(C=NC=C1Cl)Cl (N-(2-aminoethyl)-1-(3,5-dichloropyridin-4-yl)piperidine-4-carboxamide), C1(CCCCC1)C=O (cyclohexanecarbaldehyde), C(#N)[BH3-].[Na+] (sodium cyanoborohydride). The solvent is CO (MeOH). Reaction conditions: time 2 hour. Yields the product C1(CCCCC1)CNCCNC(=O)C1CCN(CC1)C1=C(C=NC=C1Cl)Cl (N-(2-(cyclohexylmethylamino)ethyl)-1-(3,5-dichloropyridin-4-yl)piperidine-4-carboxamide). The yield is 23.0%. As a reaction SMILES: [NH2:1][CH2:2][CH2:3][NH:4][C:5]([CH:7]1[CH2:12][CH2:11][N:10]([C:13]2[C:18]([Cl:19])=[CH:17][N:16]=[CH:15][C:14]=2[Cl:20])[CH2:9][CH2:8]1)=[O:6].[CH:21]1([CH:27]=O)[CH2:26][CH2:25][CH2:24][CH2:23][CH2:22]1.C([BH3-])#N.[Na+]>CO>[CH:21]1([CH2:27][NH:1][CH2:2][CH2:3][NH:4][C:5]([CH:7]2[CH2:8][CH2:9][N:10]([C:13]3[C:14]([Cl:20])=[CH:15][N:16]=[CH:17][C:18]=3[Cl:19])[CH2:11][CH2:12]2)=[O:6])[CH2:26][CH2:25][CH2:24][CH2:23][CH2:22]1 |f:2.3|. Procedure: To a solution of N-(2-aminoethyl)-1-(3,5-dichloropyridin-4-yl)piperidine-4-carboxamide E13 (50 mg, 0.16 mmol) in MeOH (5 mL) was added cyclohexanecarbaldehyde (19 μL, 0.16 mmol). After stirring for 2 h, sodium cyanoborohydride (20 mg, 0.32 mmol) was added and the mixture was stirred for a further 16 h. The solvent was removed under reduced pressure, the residue was dissolved in EtOAc (20 mL), washed with a saturated solution of sodium hydrogencarbonate (25 mL), brine (25 mL), dried (MgSO4) and t... Starting materials: C(C)(=O)SCC(=O)N1[C@H](C(=O)O)C[C@@H](C1)OC ((cis)-1-(2-acetylthio-1-oxoethyl)-4-methoxy-L-proline), N (ammonia). Product: SCC(=O)N1[C@H](C(=O)O)C[C@@H](C1)OC (1-(2-mercapto-1-oxoethyl)-cis-4-methoxy-L-proline). As a reaction SMILES: C([S:4][CH2:5][C:6]([N:8]1[CH2:15][C@@H:14]([O:16][CH3:17])[CH2:13][C@H:9]1[C:10]([OH:12])=[O:11])=[O:7])(=O)C.N>>[SH:4][CH2:5][C:6]([N:8]1[CH2:15][C@@H:14]([O:16][CH3:17])[CH2:13][C@H:9]1[C:10]([OH:12])=[O:11])=[O:7]. Procedure details: Hydrolysis of (cis)-1-(2-acetylthio-1-oxoethyl)-4-methoxy-L-proline with an aqueous ammonia solution yields 1-(2-mercapto-1-oxoethyl)-cis-4-methoxy-L-proline. Starting materials: ClC=1N=C(C2=C(N1)C(=NC=N2)SCC2=CC=CO2)N2CCOCC2 (2-chloro-8-(furfuryl-thio)-4-morpholino-pyrimido-[5,4-d]-pyrimidine), N1CCNCC1 (piperazine). Product: C(C1=CC=CO1)SC1=NC=NC2=C1N=C(N=C2N2CCOCC2)N2CCNCC2 (8-(Furfuryl-thio)-4-morpholino-2-piperazino-pyrimido-[5,4-d]-pyrimidine). Reaction SMILES: Cl[C:2]1[N:3]=[C:4]([N:19]2[CH2:24][CH2:23][O:22][CH2:21][CH2:20]2)[C:5]2[N:11]=[CH:10][N:9]=[C:8]([S:12][CH2:13][C:14]3[O:18][CH:17]=[CH:16][CH:15]=3)[C:6]=2[N:7]=1.[NH:25]1[CH2:30][CH2:29][NH:28][CH2:27][CH2:26]1>>[CH2:13]([S:12][C:8]1[C:6]2[N:7]=[C:2]([N:25]3[CH2:30][CH2:29][NH:28][CH2:27][CH2:26]3)[N:3]=[C:4]([N:19]3[CH2:24][CH2:23][O:22][CH2:21][CH2:20]3)[C:5]=2[N:11]=[CH:10][N:9]=1)[C:14]1[O:18][CH:17]=[CH:16][CH:15]=1. Procedure details: This compound was prepared analogous to Example 1 from 2-chloro-8-(furfuryl-thio)-4-morpholino-pyrimido-[5,4-d]-pyrimidine (m.p.: 139°-141° C.) and piperazine.